This data is from the Open Reaction Database (ORD), a public repository of structured organic reaction records. The task is: describe an organic reaction: reactants, conditions, products, and yield Reactants: C(C=C)C1(N(C(NC2=CC=C(C=C12)Cl)=O)CC(F)(F)F)C1=CC=C(C=C1)F (4-allyl-6-chloro-4-(4-fluorophenyl)-3-(2,2,2-trifluoroethyl)-3,4-dihydroquinazolin-2(1H)-one). Reagents/catalysts: [Pd] (palladium on carbon). The solvent is C(C)(=O)OCC (ethyl acetate). Product: ClC=1C=C2C(N(C(NC2=CC1)=O)CC(F)(F)F)(CCC)C1=CC=C(C=C1)F ((±)-6-chloro-4-(4-fluorophenyl)-4-propyl-3-(2,2,2-trifluoroethyl)-3,4-dihydroquinazolin-2(1H)-one). The yield is 100.4%. RXN SMILES: [CH2:1]([C:4]1([C:21]2[CH:26]=[CH:25][C:24]([F:27])=[CH:23][CH:22]=2)[C:13]2[C:8](=[CH:9][CH:10]=[C:11]([Cl:14])[CH:12]=2)[NH:7][C:6](=[O:15])[N:5]1[CH2:16][C:17]([F:20])([F:19])[F:18])[CH:2]=[CH2:3]>C(OCC)(=O)C.[Pd]>[Cl:14][C:11]1[CH:12]=[C:13]2[C:8](=[CH:9][CH:10]=1)[NH:7][C:6](=[O:15])[N:5]([CH2:16][C:17]([F:19])([F:18])[F:20])[C:4]2([C:21]1[CH:22]=[CH:23][C:24]([F:27])=[CH:25][CH:26]=1)[CH2:1][CH2:2][CH3:3]. Procedure details: To a solution of 4-allyl-6-chloro-4-(4-fluorophenyl)-3-(2,2,2-trifluoroethyl)-3,4-dihydroquinazolin-2(1H)-one (22.1 g, 55.4 mmol) in ethyl acetate (450 mL) and under a nitrogen atmosphere was added 10% palladium on carbon (224 mg). A balloon of hydrogen was bubbled into the stirring mixture. The reaction was then stirred over night under an atmosphere of hydrogen. The reaction was purged with nitrogen, filtered through a pad of celite and the filtrate concentrated in vacuo to give 22.3 gm (100%)... Starting materials: CC(=O)NC1CC(N)CCC1N1CCC(NC(=O)OCc2ccccc2)C1=O, [BH3-]C#N, CC(C)=O, CC(=O)[O-], CO, [Na+], [Na+]. Yields the product CC(=O)NC1CC(NC(C)C)CCC1N1CCC(NC(=O)OCc2ccccc2)C1=O. Reaction SMILES: [C:1]([CH3:2])(=[O:3])[NH:4][CH:5]1[CH:6]([N:12]2[C:13](=[O:28])[CH:14]([NH:17][C:18]([O:19][CH2:20][c:21]3[cH:22][cH:23][cH:24][cH:25][cH:26]3)=[O:27])[CH2:15][CH2:16]2)[CH2:7][CH2:8][CH:9]([NH2:11])[CH2:10]1.[C:38]([BH3-:39])#[N:40].[CH3:29][C:30]([CH3:31])=[O:32].[CH3:34][C:35](=[O:36])[O-:37].[CH3:42][OH:43].[Na+:33].[Na+:41]>>[C:1]([CH3:2])(=[O:3])[NH:4][CH:5]1[CH:6]([N:12]2[C:13](=[O:28])[CH:14]([NH:17][C:18]([O:19][CH2:20][c:21]3[cH:22][cH:23][cH:24][cH:25][cH:26]3)=[O:27])[CH2:15][CH2:16]2)[CH2:7][CH2:8][CH:9]([NH:11][CH:30]([CH3:29])[CH3:31])[CH2:10]1. Procedure: 150 mg (0.408 mmol) of the compound from example 44A are reacted with 308 mg (1.224 mmol) of 2,5-dichlorothiophene-3-sulfonyl chloride and 0.33 ml (4.08 mmol) of pyridine in tetrahydrofuran for 4 hours. The solvent is O1CCCC1 (tetrahydrofuran). Reaction SMILES: [NH2:1][C:2]1[CH:3]=[CH:4][C:5]([O:24][CH2:25][CH2:26][CH3:27])=[C:6]([C:8]2[NH:13][C:12](=[O:14])[C:11]3=[C:15]([CH3:23])[N:16]=[C:17]([CH:18]4[CH2:22][CH2:21][CH2:20][CH2:19]4)[N:10]3[N:9]=2)[CH:7]=1.[Cl:28][C:29]1[S:30][C:31]([Cl:38])=[CH:32][C:33]=1[S:34](Cl)(=[O:36])=[O:35].N1C=CC=CC=1>O1CCCC1>[Cl:28][C:29]1[S:30][C:31]([Cl:38])=[CH:32][C:33]=1[S:34]([NH:1][C:2]1[CH:3]=[CH:4][C:5]([O:24][CH2:25][CH2:26][CH3:27])=[C:6]([C:8]2[NH:13][C:12](=[O:14])[C:11]3=[C:15]([CH3:23])[N:16]=[C:17]([CH:18]4[CH2:22][CH2:21][CH2:20][CH2:19]4)[N:10]3[N:9]=2)[CH:7]=1)(=[O:36])=[O:35]. Reactants: NC=1C=CC(=C(C1)C1=NN2C(C(N1)=O)=C(N=C2C2CCCC2)C)OCCC (2-(5-Amino-2-propoxyphenyl)-5-methyl-7-cyclopentyl-3H-imidazo[5,1-f][1,2,4]-triazin-4-one), ClC=1SC(=CC1S(=O)(=O)Cl)Cl (2,5-dichlorothiophene-3-sulfonyl chloride), N1=CC=CC=C1 (pyridine). Yields the product ClC=1SC(=CC1S(=O)(=O)NC=1C=CC(=C(C1)C1=NN2C(C(N1)=O)=C(N=C2C2CCCC2)C)OCCC)Cl (2-[5-(2,5-Dichlorothiophene-3-sulfonamido)-2-propoxyphenyl]-5-methyl-7-cyclopentyl-3H-imidazo[5,1-f][1,2,4]-triazin-4-one). Reactants: Cl.BrC1=CC=C(C=C1)NC(=O)C1CN2CCC1CC2 (N-(4-bromophenyl)-1-azabicyclo[2.2.2]octane-3-carboxamide hydrochloride), OCC1=CC=C(C=C1)B(O)O (4-(hydroxymethyl)phenylboronic acid), C([O-])([O-])=O.[Cs+].[Cs+] (cesium carbonate), bis(diphenylphosphino)ferrocenepalladium(II) chloride. Run in COCCOC (1,2-dimethoxyethane). Yields the product Cl.OCC1=CC=C(C=C1)C1=CC=C(C=C1)NC(=O)C1CN2CCC1CC2 (N-[4′-(Hydroxymethyl)-1,1′-biphenyl-4-yl]-1-azabicyclo[2.2.2]octane-3-carboxamide hydrochloride). Reaction SMILES: [ClH:1].Br[C:3]1[CH:8]=[CH:7][C:6]([NH:9][C:10]([CH:12]2[CH:17]3[CH2:18][CH2:19][N:14]([CH2:15][CH2:16]3)[CH2:13]2)=[O:11])=[CH:5][CH:4]=1.[OH:20][CH2:21][C:22]1[CH:27]=[CH:26][C:25](B(O)O)=[CH:24][CH:23]=1.C(=O)([O-])[O-].[Cs+].[Cs+]>COCCOC>[ClH:1].[OH:20][CH2:21][C:22]1[CH:27]=[CH:26][C:25]([C:3]2[CH:8]=[CH:7][C:6]([NH:9][C:10]([CH:12]3[CH:17]4[CH2:18][CH2:19][N:14]([CH2:15][CH2:16]4)[CH2:13]3)=[O:11])=[CH:5][CH:4]=2)=[CH:24][CH:23]=1 |f:0.1,3.4.5,7.8|. Procedure: 90 mg (0.26 mmol) of N-(4-bromophenyl)-1-azabicyclo[2.2.2]octane-3-carboxamide hydrochloride, 50 mg (0.31 mmol) of 4-(hydroxymethyl)phenylboronic acid, 190 mg (0.57 mmol) of cesium carbonate and 20 mg (0.03 mmol) of bis(diphenylphosphino)ferrocenepalladium(II) chloride are reacted in 1 ml of 1,2-dimethoxyethane by the general method. 5.9 mg (6% of theory) of the title compound are obtained. Starting materials: C=CCN(C(C)c1ccccc1)S(=O)(=O)c1ccc(CCC)cc1, ClC(Cl)Cl, O=C(OO)c1cccc(Cl)c1, [Na+], [Na+], O=S([O-])[O-]. Product: CCCc1ccc(S(=O)(=O)N(CC2CO2)C(C)c2ccccc2)cc1. Reaction SMILES: [CH2:1]([CH:2]=[CH2:3])[N:4]([S:5](=[O:6])(=[O:7])[c:8]1[cH:9][cH:10][c:11]([CH2:14][CH2:15][CH3:16])[cH:12][cH:13]1)[CH:17]([c:18]1[cH:19][cH:20][cH:21][cH:22][cH:23]1)[CH3:24].[CH:42]([Cl:43])([Cl:44])[Cl:45].[Cl:25][c:26]1[cH:27][cH:28][cH:29][c:30]([C:31]([O:32][OH:34])=[O:33])[cH:35]1.[Na+:40].[Na+:41].[S:36]([O-:37])([O-:38])=[O:39]>>[CH2:1]([CH:2]1[CH2:3][O:33]1)[N:4]([S:5](=[O:6])(=[O:7])[c:8]1[cH:9][cH:10][c:11]([CH2:14][CH2:15][CH3:16])[cH:12][cH:13]1)[CH:17]([c:18]1[cH:19][cH:20][cH:21][cH:22][cH:23]1)[CH3:24]. The reactants are Cc1cc(N2CCC3(CC2)OCCO3)ncn1, CC(C)=O, Cl, [Na+], O=C([O-])O. As a reaction SMILES: [CH3:1][c:2]1[cH:3][c:4]([N:8]2[CH2:9][CH2:10][C:11]3([O:12][CH2:15][CH2:14][O:13]3)[CH2:16][CH2:17]2)[n:5][cH:6][n:7]1.[CH3:24][C:25](=[O:26])[CH3:27].[ClH:18].[Na+:23].[O-:19][C:20]([OH:21])=[O:22]>>[CH3:1][c:2]1[cH:3][c:4]([N:8]2[CH2:9][CH2:10][C:11](=[O:12])[CH2:16][CH2:17]2)[n:5][cH:6][n:7]1. Product: Cc1cc(N2CCC(=O)CC2)ncn1. Reactants: CC(C)(C)OC(=O)N1Cc2cc(NC(=O)c3ccccc3N)ccc2C(C)(C)C1, Clc1ccc2ccncc2n1, O=C(C=Cc1ccccc1)C=Cc1ccccc1, O=C(C=Cc1ccccc1)C=Cc1ccccc1, O=C(C=Cc1ccccc1)C=Cc1ccccc1, [Pd], [Pd]. Yields the product CC(C)(C)OC(=O)N1Cc2cc(NC(=O)c3ccccc3Nc3ccc4ccncc4n3)ccc2C(C)(C)C1. RXN SMILES: [C:1]([CH3:2])([CH3:3])([CH3:4])[O:5][C:6](=[O:7])[N:8]1[CH2:9][c:10]2[cH:11][c:12]([NH:20][C:21]([c:22]3[c:23]([NH2:28])[cH:24][cH:25][cH:26][cH:27]3)=[O:29])[cH:13][cH:14][c:15]2[C:16]([CH3:18])([CH3:19])[CH2:17]1.[Cl:30][c:31]1[n:32][c:33]2[cH:34][n:35][cH:36][cH:37][c:38]2[cH:39][cH:40]1.[O:43]=[C:44]([CH:45]=[CH:46][c:47]1[cH:48][cH:49][cH:50][cH:51][cH:52]1)[CH:53]=[CH:54][c:55]1[cH:56][cH:57][cH:58][cH:59][cH:60]1.[O:61]=[C:62]([CH:63]=[CH:64][c:65]1[cH:66][cH:67][cH:68][cH:69][cH:70]1)[CH:71]=[CH:72][c:73]1[cH:74][cH:75][cH:76][cH:77][cH:78]1.[O:79]=[C:80]([CH:81]=[CH:82][c:83]1[cH:84][cH:85][cH:86][cH:87][cH:88]1)[CH:89]=[CH:90][c:91]1[cH:92][cH:93][cH:94][cH:95][cH:96]1.[Pd:41].[Pd:42]>>[C:1]([CH3:2])([CH3:3])([CH3:4])[O:5][C:6](=[O:7])[N:8]1[CH2:9][c:10]2[cH:11][c:12]([NH:20][C:21]([c:22]3[c:23]([NH:28][c:31]4[n:32][c:33]5[cH:34][n:35][cH:36][cH:37][c:38]5[cH:39][cH:40]4)[cH:24][cH:25][cH:26][cH:27]3)=[O:29])[cH:13][cH:14][c:15]2[C:16]([CH3:18])([CH3:19])[CH2:17]1. The reactants are C(C(=O)C1=CC=CC=C1)C1C(CCCC1)=O (2-phenacylcyclohexanone), NC1=CC(=C(C(C(=O)O)=C1)O)Br (5-amino-3-bromosalicylic acid), yellow crystals. Solvent: C(C)(=O)O (acetic acid). Product: BrC=1C(=C(C=C(C1)N1C(=CC=2CCCCC12)C1=CC=CC=C1)C(=O)O)O (1-(5Bromo-3-carboxy-4-hydroxyphenyl)-2-phenyl-4,5,6,7-tetrahydroindole). As a reaction SMILES: [CH2:1]([CH:10]1[CH2:15][CH2:14][CH2:13][CH2:12][C:11]1=O)[C:2]([C:4]1[CH:9]=[CH:8][CH:7]=[CH:6][CH:5]=1)=O.[NH2:17][C:18]1[CH:26]=[C:22]([C:23]([OH:25])=[O:24])[C:21]([OH:27])=[C:20]([Br:28])[CH:19]=1>C(O)(=O)C>[Br:28][C:20]1[C:21]([OH:27])=[C:22]([C:23]([OH:25])=[O:24])[CH:26]=[C:18]([N:17]2[C:11]3[CH2:12][CH2:13][CH2:14][CH2:15][C:10]=3[CH:1]=[C:2]2[C:4]2[CH:5]=[CH:6][CH:7]=[CH:8][CH:9]=2)[CH:19]=1. Procedure: A mixture of 8.1 g. (0.038 mole) of 2-phenacylcyclohexanone, 8.7 g. (0.038 mole) of 5-amino-3-bromosalicylic acid, and 50 ml. of glacial acetic acid was heated under reflux for 1 hour, cooled and filtered. Recrystallization of the collected solid from acetonitrile gave 7.0 g. (46%) of yellow crystals, m.p. 209°-210°. Reactants: CCO, Cl, N#Cc1ccccc1N1CCCCS1(=O)=O. The product is Cl, NCc1ccccc1N1CCCCS1(=O)=O. Reaction SMILES: [CH3:18][CH2:19][OH:20].[ClH:17].[O:1]=[S:2]1(=[O:16])[N:3]([c:8]2[c:9]([C:10]#[N:11])[cH:12][cH:13][cH:14][cH:15]2)[CH2:4][CH2:5][CH2:6][CH2:7]1>>[ClH:17].[O:1]=[S:2]1(=[O:16])[N:3]([c:8]2[c:9]([CH2:10][NH2:11])[cH:12][cH:13][cH:14][cH:15]2)[CH2:4][CH2:5][CH2:6][CH2:7]1.